This data is from the Open Reaction Database (ORD), a public repository of structured organic reaction records. The task is: describe an organic reaction: reactants, conditions, products, and yield The reactants are [OH-].[Na+] (NaOH), CC=1N(C=CN1)C1=CC=C(C=C1)SC=1C=C(C=CC1)C1(CCOCC1)C(=O)OC (methyl 4-[3-[4-(2-methylimidazol-1-yl)phenylthio]phenyl]-3,4,5,6-tetrahydro-2H-pyran-4-carboxylate), [H-].[H-].[H-].[H-].[Li+].[Al+3] (LAH), O (water). The solvent is Cl (HCl). Yields the product CC=1N(C=CN1)C1=CC=C(C=C1)SC=1C=C(C=CC1)C1(CCOCC1)C=O (4-[3-[4-(2-Methylimidazol-1-yl)phenylthio]phenyl]-3,4,5,6-tetrahydro-2H-pyran-4-carbaldehyde). Yield: 67.8%. As a reaction SMILES: [CH3:1][C:2]1[N:3]([C:7]2[CH:12]=[CH:11][C:10]([S:13][C:14]3[CH:15]=[C:16]([C:20]4([C:26](OC)=[O:27])[CH2:25][CH2:24][O:23][CH2:22][CH2:21]4)[CH:17]=[CH:18][CH:19]=3)=[CH:9][CH:8]=2)[CH:4]=[CH:5][N:6]=1.[H-].[H-].[H-].[H-].[Li+].[Al+3].O.[OH-].[Na+]>Cl>[CH3:1][C:2]1[N:3]([C:7]2[CH:12]=[CH:11][C:10]([S:13][C:14]3[CH:15]=[C:16]([C:20]4([CH:26]=[O:27])[CH2:25][CH2:24][O:23][CH2:22][CH2:21]4)[CH:17]=[CH:18][CH:19]=3)=[CH:9][CH:8]=2)[CH:4]=[CH:5][N:6]=1 |f:1.2.3.4.5.6,8.9|. Procedure: To a stirred solution of methyl 4-[3-[4-(2-methylimidazol-1-yl)phenylthio]phenyl]-3,4,5,6-tetrahydro-2H-pyran-4-carboxylate (359 mg, 0.9 mmol) was added LAH (80 mg, 2.0 mmol) at 0° C. After completion of addition, the mixture was allowed to warm to room temperature. To the reaction mixture was carefully added water (1 ml), and the resulting solids were dissolved in 1 N aqueous HCl and the aqueous solution was basified with 1 N aqueous NaOH. The aqueous mixture was extracted with ethyl acetate (3... As a reaction SMILES: [Cl:1][C:2]([Cl:8])([Cl:7])[C:3](=[NH:6])OC.[N+:9]([C:12]1[CH:13]=[C:14](N)[C:15]([NH2:18])=[CH:16][CH:17]=1)([O-:11])=[O:10].O.C(OCC)(=O)C>C(O)(=O)C>[N+:9]([C:12]1[CH:17]=[CH:16][C:15]2[N:18]=[C:3]([C:2]([Cl:8])([Cl:7])[Cl:1])[NH:6][C:14]=2[CH:13]=1)([O-:11])=[O:10]. Run at time 3 hour. Product: [N+](=O)([O-])C=1C=CC2=C(NC(=N2)C(Cl)(Cl)Cl)C1 (6-Nitro-2-(trichloromethyl)-1H-benzimidazole). The reactants are ClC(C(OC)=N)(Cl)Cl (methyl 2,2,2-trichloroethaneimidoate), [N+](=O)([O-])C=1C=C(C(=CC1)N)N (4-nitrobenzene-1,2-diamine), O (water), C(C)(=O)OCC (ethyl acetate). Reported procedure: At 0° C., 6.3 g (35.9 mmol, 1.1 eq.) of methyl 2,2,2-trichloroethaneimidoate were added dropwise to a solution of 5.0 g (32.7 mmol) of 4-nitrobenzene-1,2-diamine in 150 ml of glacial acetic acid. The reaction mixture was stirred at RT for 3 h and then added to 400 ml of water, and 300 ml of ethyl acetate were added. After phase separation, the aqueous phase was extracted twice with ethyl acetate. The combined organic phases were washed twice with in each case 130 ml of saturated aqueous sodium b... Run in C(C)(=O)O (acetic acid). Reactants: BrC=1C=NC=C(C1)C1(OCCO1)C (3-bromo-5-(2-methyl-1,3-dioxolan-2-yl)pyridine), COCCOC (1,2-dimethoxyethane), C([O-])([O-])=O.[Na+].[Na+] (sodium carbonate), CN1C(CC2=CC(=CC=C12)B1OC(C(O1)(C)C)(C)C)=O (1-methyl-5-(4,4,5,5-tetramethyl-[1,3,2]dioxaborolan-2-yl)-1,3-dihydro-indol-2-one), polystyrene triphenylphosphine palladium (0), PPh3 Pd(0). Reagents/catalysts: C=1C=CC(=CC1)[P](C=2C=CC=CC2)(C=3C=CC=CC3)[Pd]([P](C=4C=CC=CC4)(C=5C=CC=CC5)C=6C=CC=CC6)([P](C=7C=CC=CC7)(C=8C=CC=CC8)C=9C=CC=CC9)[P](C=1C=CC=CC1)(C=1C=CC=CC1)C=1C=CC=CC1 (tetrakis(triphenylphosphine)palladium(0)). Solvent: ClCCl (dichloromethane). Reaction conditions: temperature 105 celsius. Yields the product CN1C(CC2=CC(=CC=C12)C=1C=NC=C(C1)C1(OCCO1)C)=O (1-methyl-5-[5-(2-methyl-[1,3]-dioxolan-2-yl)-pyridin-3-yl]-1,3-dihydro-indol-2-one). RXN SMILES: [CH3:1][N:2]1[C:10]2[C:5](=[CH:6][C:7](B3OC(C)(C)C(C)(C)O3)=[CH:8][CH:9]=2)[CH2:4][C:3]1=[O:20].Br[C:22]1[CH:23]=[N:24][CH:25]=[C:26]([C:28]2([CH3:33])[O:32][CH2:31][CH2:30][O:29]2)[CH:27]=1.COCCOC.C(=O)([O-])[O-].[Na+].[Na+]>ClCCl.C1C=CC([P]([Pd]([P](C2C=CC=CC=2)(C2C=CC=CC=2)C2C=CC=CC=2)([P](C2C=CC=CC=2)(C2C=CC=CC=2)C2C=CC=CC=2)[P](C2C=CC=CC=2)(C2C=CC=CC=2)C2C=CC=CC=2)(C2C=CC=CC=2)C2C=CC=CC=2)=CC=1>[CH3:1][N:2]1[C:10]2[C:5](=[CH:6][C:7]([C:22]3[CH:23]=[N:24][CH:25]=[C:26]([C:28]4([CH3:33])[O:32][CH2:31][CH2:30][O:29]4)[CH:27]=3)=[CH:8][CH:9]=2)[CH2:4][C:3]1=[O:20] |f:3.4.5,^1:52,54,73,92|. Procedure: To 1-methyl-5-(4,4,5,5-tetramethyl-[1,3,2]dioxaborolan-2-yl)-1,3-dihydro-indol-2-one (109 mg, 0.4 mmol), prepared as described in Example 3a, was added 3-bromo-5-(2-methyl-1,3-dioxolan-2-yl)pyridine (CAS#59936-01-5, 107 mg, 0.44 mmol), 1,2-dimethoxyethane (3.0 mL), and 2 M aqueous sodium carbonate (0.45 mL, 0.9 mmol). The reaction mixture was degassed and placed under an argon atmosphere, at which time resin bound tetrakis(triphenylphosphine)palladium(0), specifically polystyrene triphenylphosph...